From a dataset of the Open Reaction Database (ORD), a public repository of structured organic reaction records. describe an organic reaction: reactants, conditions, products, and yield Product: CCC1CN(C(=O)NC(C)C)C(c2ccc(Cl)c(C(F)(F)F)c2)O1. The reactants are CC(C)=O, CC(C)N=C=O, CCC1CNC(c2ccc(Cl)c(C(F)(F)F)c2)O1. Reaction SMILES: [CH3:25][C:26](=[O:27])[CH3:28].[CH:19]([CH3:20])([CH3:21])[N:22]=[C:23]=[O:24].[F:1][C:2]([c:3]1[cH:4][c:5]([CH:10]2[O:11][CH:12]([CH2:15][CH3:16])[CH2:13][NH:14]2)[cH:6][cH:7][c:8]1[Cl:9])([F:17])[F:18]>>[F:1][C:2]([c:3]1[cH:4][c:5]([CH:10]2[O:11][CH:12]([CH2:15][CH3:16])[CH2:13][N:14]2[C:23]([NH:22][CH:19]([CH3:20])[CH3:21])=[O:24])[cH:6][cH:7][c:8]1[Cl:9])([F:17])[F:18]. Procedure: A solution of 70 g of crude 3-oxo-β-ionol and 1.5 g of paratoluenesulphonic acid in 300 ml of toluene is stirred at reflux temperature for 40 minutes with simultaneous removal of the water formed by means of a water separator. The cooled mixture is treated with 300 ml of ether, the organic phase is washed three times with soda solution and three times with water, dried and concentrated. There are obtained 61 g of crude product which contains more than 90% of 2,4,4-trimethyl-3-(buta-1,3-diethyl)c... As a reaction SMILES: [CH3:1][C:2]1[CH2:8][C:6](=O)[CH2:5][C:4]([CH3:10])([CH3:9])[C:3]=1/[CH:11]=[CH:12]/[CH:13](O)[CH3:14].C1(C)C=CC(S(O)(=O)=[O:23])=CC=1.CCOCC>C1(C)C=CC=CC=1>[CH3:1][C:2]1[C:8](=[O:23])[CH2:6][CH2:5][C:4]([CH3:10])([CH3:9])[C:3]=1[CH:11]=[CH:12][CH:13]=[CH2:14]. Product: CC=1C(CCC(C1C=CC=C)(C)C)=O (2,4,4-trimethyl-3-(buta-1,3-dienyl)cyclohex-2-en-1-one). Isolated yield 2715.0%. Solvent: C1(=CC=CC=C1)C (toluene). The reactants are 2,4,4-trimethyl-3-(buta-1,3-diethyl)cyclohex-2-en-1-one, CC1=C(C(CC(=O)C1)(C)C)/C=C/C(C)O (3-oxo-β-ionol), C1(=CC=C(C=C1)S(=O)(=O)O)C (paratoluenesulphonic acid), CCOCC (ether). The reactants are O=C([O-])[O-], [Cs+], [Cs+], O=[N+]([O-])c1cc(I)c2occc2c1, O=S1(=O)CC2NCCNC2C1, O=C(C=Cc1ccccc1)C=Cc1ccccc1, O=C(C=Cc1ccccc1)C=Cc1ccccc1, O=C(C=Cc1ccccc1)C=Cc1ccccc1, [Pd], [Pd], Cc1ccccc1C. Yields the product O=[N+]([O-])c1cc(N2CCNC3CS(=O)(=O)CC32)c2occc2c1. As a reaction SMILES: [C:25](=[O:26])([O-:27])[O-:28].[Cs+:29].[Cs+:30].[I:1][c:2]1[cH:3][c:4]([N+:11](=[O:12])[O-:13])[cH:5][c:6]2[cH:7][cH:8][o:9][c:10]12.[NH:14]1[CH:15]2[CH:16]([NH:17][CH2:18][CH2:19]1)[CH2:20][S:21](=[O:23])(=[O:24])[CH2:22]2.[O:33]=[C:34]([CH:35]=[CH:36][c:37]1[cH:38][cH:39][cH:40][cH:41][cH:42]1)[CH:43]=[CH:44][c:45]1[cH:46][cH:47][cH:48][cH:49][cH:50]1.[O:51]=[C:52]([CH:53]=[CH:54][c:55]1[cH:56][cH:57][cH:58][cH:59][cH:60]1)[CH:61]=[CH:62][c:63]1[cH:64][cH:65][cH:66][cH:67][cH:68]1.[O:69]=[C:70]([CH:71]=[CH:72][c:73]1[cH:74][cH:75][cH:76][cH:77][cH:78]1)[CH:79]=[CH:80][c:81]1[cH:82][cH:83][cH:84][cH:85][cH:86]1.[Pd:31].[Pd:32].[c:87]1([CH3:88])[c:89]([CH3:90])[cH:91][cH:92][cH:93][cH:94]1>>[c:2]1([N:14]2[CH:15]3[CH:16]([NH:17][CH2:18][CH2:19]2)[CH2:20][S:21](=[O:23])(=[O:24])[CH2:22]3)[cH:3][c:4]([N+:11](=[O:12])[O-:13])[cH:5][c:6]2[cH:7][cH:8][o:9][c:10]12.